From a dataset of the Open Reaction Database (ORD), a public repository of structured organic reaction records. describe an organic reaction: reactants, conditions, products, and yield Reactants: [Li]CCCC, CCCCCC1CCC(CC=O)CC1, C1CCOC1, CCCCCC, C#Cc1ccc(CO[Si](C)(C)C)cc1, Cl. Product: CCCCCC1CCC(CC(O)C#Cc2ccc(CO[Si](C)(C)C)cc2)CC1. Reaction SMILES: [CH2:21]([Li:22])[CH2:23][CH2:24][CH3:25].[CH2:26]([CH2:27][CH2:28][CH2:29][CH3:30])[CH:31]1[CH2:32][CH2:33][CH:34]([CH2:37][CH:38]=[O:39])[CH2:35][CH2:36]1.[CH2:41]1[O:42][CH2:43][CH2:44][CH2:45]1.[CH3:15][CH2:16][CH2:17][CH2:18][CH2:19][CH3:20].[CH3:1][Si:2]([O:3][CH2:4][c:5]1[cH:6][cH:7][c:8]([C:11]#[CH:12])[cH:9][cH:10]1)([CH3:13])[CH3:14].[ClH:40]>>[CH3:1][Si:2]([O:3][CH2:4][c:5]1[cH:6][cH:7][c:8]([C:11]#[C:12][CH:38]([CH2:37][CH:34]2[CH2:33][CH2:32][CH:31]([CH2:26][CH2:27][CH2:28][CH2:29][CH3:30])[CH2:36][CH2:35]2)[OH:39])[cH:9][cH:10]1)([CH3:13])[CH3:14]. Reactants: solution, [OH-].[Na+] (sodium hydroxide), Cl (hydrochloric acid), C([O-])([O-])=O.[K+].[K+] (Potassium carbonate), S(=O)([O-])S(=O)[O-].[Na+].[Na+] (sodium hydrosulphite), C1=CC=C(C=C1)NC2=C(C=C(C=C2)Cl)[N+](=O)[O-] (4-chloro-2-nitrodiphenylamine). Solvent: C(C)O (ethanol), O (water). Conditions: time 20 hour. The product is C1=CC=C(C=C1)NC2=C(C=C(C=C2)Cl)N (2-Amino-4-chlorodiphenylamine). Isolated yield 74.9%. RXN SMILES: C(=O)([O-])[O-].[K+].[K+].S(S([O-])=O)([O-])=O.[Na+].[Na+].[CH:15]1[CH:20]=[CH:19][C:18]([NH:21][C:22]2[CH:27]=[CH:26][C:25]([Cl:28])=[CH:24][C:23]=2[N+:29]([O-])=O)=[CH:17][CH:16]=1.Cl.[OH-].[Na+]>C(O)C.O>[CH:15]1[CH:16]=[CH:17][C:18]([NH:21][C:22]2[CH:27]=[CH:26][C:25]([Cl:28])=[CH:24][C:23]=2[NH2:29])=[CH:19][CH:20]=1 |f:0.1.2,3.4.5,8.9|. Procedure: Potassium carbonate (13 g) and sodium hydrosulphite (11.4 g) were added portionwise over 3 hour to a suspension of 4-chloro-2-nitrodiphenylamine (3.6 g) in 95% ethanol (100 ml) and water (100 ml). The mixture was stirred at 23° for 20 h. The reaction mixture was then acidified to pH=4 with conc. hydrochloric acid (20 ml); then 1.0% solution of sodium hydroxide (80 ml) was added until pH=10 and the solution extracted with ethyl acetate (2×150 ml). The combined organic extracts were washed with br... The reactants are N=1NN=NC1CCCCN1C(C2=CC=CC=C2C1=O)=O (2-[4-(2H-tetrazol-5-yl)-butyl]-isoindole-1,3-dione), C(C)(C)N(CC)C(C)C (diisopropylethylamine), C(C1=CC=CC=C1)(C1=CC=CC=C1)(C1=CC=CC=C1)Cl (trityl chloride). The solvent is C(Cl)Cl (DCM). Run at time 14 hour. The product is C(C1=CC=CC=C1)(C1=CC=CC=C1)(C1=CC=CC=C1)N1N=C(N=N1)CCCCN1C(C2=CC=CC=C2C1=O)=O (2-[4-(2-Trityl-2H-tetrazol-5-yl)-butyl]-isoindole-1,3-dione). Yield: 65.9%. Reaction SMILES: [N:1]1[NH:2][N:3]=[N:4][C:5]=1[CH2:6][CH2:7][CH2:8][CH2:9][N:10]1[C:18](=[O:19])[C:17]2[C:12](=[CH:13][CH:14]=[CH:15][CH:16]=2)[C:11]1=[O:20].C(N(C(C)C)CC)(C)C.[C:30](Cl)([C:43]1[CH:48]=[CH:47][CH:46]=[CH:45][CH:44]=1)([C:37]1[CH:42]=[CH:41][CH:40]=[CH:39][CH:38]=1)[C:31]1[CH:36]=[CH:35][CH:34]=[CH:33][CH:32]=1>C(Cl)Cl>[C:30]([N:3]1[N:2]=[N:1][C:5]([CH2:6][CH2:7][CH2:8][CH2:9][N:10]2[C:18](=[O:19])[C:17]3[C:12](=[CH:13][CH:14]=[CH:15][CH:16]=3)[C:11]2=[O:20])=[N:4]1)([C:31]1[CH:36]=[CH:35][CH:34]=[CH:33][CH:32]=1)([C:43]1[CH:44]=[CH:45][CH:46]=[CH:47][CH:48]=1)[C:37]1[CH:38]=[CH:39][CH:40]=[CH:41][CH:42]=1. Reported procedure: To a solution of 2-[4-(2H-tetrazol-5-yl)-butyl]-isoindole-1,3-dione (4.07 g, 15.0 mmol) and diisopropylethylamine (7.8 mL, 45.0 mmol) in DCM (60 mL) was added trityl chloride (5.86 g, 21.0 mmol). The solution was stirred at ambient temperature for 14 h, and concentrated. The resulting residue was partitioned between EtOAc/DCM (3:1) and H2O. Organic layer was separated, washed with H2O and brine, dried over Na2SO4, concentrated, and flash chromatographed on silica gel, eluting with DCM/hexane (40... Starting materials: CC(C)=O, CS(=O)(=O)NN(CCOS(C)(=O)=O)S(C)(=O)=O, [Cl-], [Li+], c1ccncc1. The product is CS(=O)(=O)NN(CCCl)S(C)(=O)=O. Reaction SMILES: [CH3:26][C:27](=[O:28])[CH3:29].[CH3:7][S:8](=[O:9])(=[O:10])[N:11]([NH:12][S:13](=[O:14])(=[O:15])[CH3:16])[CH2:17][CH2:18][O:19][S:20]([CH3:21])(=[O:22])=[O:23].[Cl-:25].[Li+:24].[cH:1]1[cH:2][cH:3][n:4][cH:5][cH:6]1>>[CH3:7][S:8](=[O:9])(=[O:10])[N:11]([NH:12][S:13](=[O:14])(=[O:15])[CH3:16])[CH2:17][CH2:18][Cl:25]. The reactants are CC=1C(=NC=C(C1)C)N1CCN(CC1)C(=O)C1=CC=C(C=C1)I ([4-(3,5-dimethylpyridin-2-yl)piperazin-1-yl](4-iodophenyl)methanone), CC1(CCC(N1)=O)C (5,5-dimethylpyrrolidin-2-one). The product is CC=1C(=NC=C(C1)C)N1CCN(CC1)C(=O)C1=CC=C(C=C1)N1C(CCC1(C)C)=O (1-{4-[4-(3,5-dimethylpyridin-2-yl)piperazine-1-carbonyl]phenyl}-5,5-dimethylpyrrolidin-2-one). Isolated yield 18.0%. Reaction SMILES: [CH3:1][C:2]1[C:3]([N:9]2[CH2:14][CH2:13][N:12]([C:15]([C:17]3[CH:22]=[CH:21][C:20](I)=[CH:19][CH:18]=3)=[O:16])[CH2:11][CH2:10]2)=[N:4][CH:5]=[C:6]([CH3:8])[CH:7]=1.[CH3:24][C:25]1([CH3:31])[NH:29][C:28](=[O:30])[CH2:27][CH2:26]1>>[CH3:1][C:2]1[C:3]([N:9]2[CH2:14][CH2:13][N:12]([C:15]([C:17]3[CH:22]=[CH:21][C:20]([N:29]4[C:25]([CH3:31])([CH3:24])[CH2:26][CH2:27][C:28]4=[O:30])=[CH:19][CH:18]=3)=[O:16])[CH2:11][CH2:10]2)=[N:4][CH:5]=[C:6]([CH3:8])[CH:7]=1. Procedure details: Using [4-(3,5-dimethylpyridin-2-yl)piperazin-1-yl](4-iodophenyl)methanone (295 mg) described in Preparation Example 113 and 5,5-dimethylpyrrolidin-2-one (79 mg) and by the reaction and treatment in the same manner as in Example 1, the title compound (51 mg) was obtained.